Dataset: the Open Reaction Database (ORD), a public repository of structured organic reaction records. Task: describe an organic reaction: reactants, conditions, products, and yield Starting materials: CC(C)(C)OC(=O)N1CCC(O)C1, O=C([O-])[O-], Cc1ccccc1, CCOC(C)=O, [K+], [K+], CCOC(=O)N=NC(=O)OCC, C1CCOC1, COC(=O)c1ccc(O)cc1, c1ccc(P(c2ccccc2)c2ccccc2)cc1. Yields the product COC(=O)c1ccc(OC2CCN(C(=O)OC(C)(C)C)C2)cc1. As a reaction SMILES: [C:12]([CH3:13])([CH3:14])([CH3:15])[O:16][C:17](=[O:18])[N:19]1[CH2:20][CH:21]([OH:24])[CH2:22][CH2:23]1.[C:56](=[O:57])([O-:58])[O-:59].[CH3:67][c:68]1[cH:69][cH:70][cH:71][cH:72][cH:73]1.[CH3:74][CH2:75][O:76][C:77](=[O:78])[CH3:79].[K+:60].[K+:61].[O:44]=[C:45]([O:46][CH2:47][CH3:48])[N:49]=[N:50][C:51]([O:52][CH2:53][CH3:54])=[O:55].[O:62]1[CH2:63][CH2:64][CH2:65][CH2:66]1.[OH:1][c:2]1[cH:3][cH:4][c:5]([C:6](=[O:7])[O:8][CH3:9])[cH:10][cH:11]1.[c:25]1([P:26]([c:27]2[cH:28][cH:29][cH:30][cH:31][cH:32]2)[c:33]2[cH:34][cH:35][cH:36][cH:37][cH:38]2)[cH:39][cH:40][cH:41][cH:42][cH:43]1>>[O:1]([c:2]1[cH:3][cH:4][c:5]([C:6](=[O:7])[O:8][CH3:9])[cH:10][cH:11]1)[CH:21]1[CH2:20][N:19]([C:17]([O:16][C:12]([CH3:13])([CH3:14])[CH3:15])=[O:18])[CH2:23][CH2:22]1. Starting materials: C(C)(=O)C=1C=C(C(C(=O)OC)=CC1O)C(=O)OC (dimethyl 4-acetyl-5-hydroxyphthalate), N1CCCC1 (pyrrolidine), ( 3A ). Solvent: CC(=O)C (acetone). Run at time 3 day. The product is CC1(OC2=C(C(C1)=O)C=C(C(=C2)C(=O)OC)C(=O)OC)C (Dimethyl 3,4-Dihydro-2,2-dimethyl-4-oxo-2H-1-benzopyran-6,7-dicarboxylate). RXN SMILES: [C:1]([C:4]1[CH:5]=[C:6]([C:15]([O:17][CH3:18])=[O:16])[C:7](=[CH:12][C:13]=1[OH:14])[C:8]([O:10][CH3:11])=[O:9])(=[O:3])[CH3:2].N1C[CH2:22][CH2:21][CH2:20]1>CC(C)=O>[CH3:20][C:21]1([CH3:22])[CH2:2][C:1](=[O:3])[C:4]2[CH:5]=[C:6]([C:15]([O:17][CH3:18])=[O:16])[C:7]([C:8]([O:10][CH3:11])=[O:9])=[CH:12][C:13]=2[O:14]1. Procedure details: In 100 ml of acetone was dissolved 4.2 g of dimethyl 4-acetyl-5-hydroxyphthalate synthesized in accordance with the process of Bulletin of the Chemical Society of Japan, Vol. 57, p. 3221 (1984). To the solution were added 1.0 ml of pyrrolidine and a small amount of Molecular Sieve (3A), followed by stirring at room temperature for 3 days. Any insoluble material was removed by filtration, and the solvent was removed by distillation under reduced pressure. The residue was purified by silica gel co... The reactants are ClC1=C2C(=NN=C1C1=CC=CC=C1)NN=C2C (4-chloro-3-methyl-5-phenyl-1H-pyrazolo[3,4-c]pyridazine), N1(CCCC1)CCO (2-(pyrrolidin-1-yl)ethanol). Product: ClC1=C2C(=NN=C1C1=CC=CC=C1)N(N=C2C)CCN2CCCC2 (4-chloro-3-methyl-5-phenyl-1-(2-pyrrolidin-1-ylethyl)pyrazolo[3,4-c]pyridazine). As a reaction SMILES: [Cl:1][C:2]1[C:7]([C:8]2[CH:13]=[CH:12][CH:11]=[CH:10][CH:9]=2)=[N:6][N:5]=[C:4]2[NH:14][N:15]=[C:16]([CH3:17])[C:3]=12.[N:18]1([CH2:23][CH2:24]O)[CH2:22][CH2:21][CH2:20][CH2:19]1>>[Cl:1][C:2]1[C:7]([C:8]2[CH:13]=[CH:12][CH:11]=[CH:10][CH:9]=2)=[N:6][N:5]=[C:4]2[N:14]([CH2:24][CH2:23][N:18]3[CH2:22][CH2:21][CH2:20][CH2:19]3)[N:15]=[C:16]([CH3:17])[C:3]=12. Procedure details: Compound XIIId was synthesized from 4-chloro-3-methyl-5-phenyl-1H-pyrazolo[3,4-c]pyridazine and 2-(pyrrolidin-1-yl)ethanol following the general procedure for the Mitsunobu reaction described in Example 20.